From a dataset of the Open Reaction Database (ORD), a public repository of structured organic reaction records. describe an organic reaction: reactants, conditions, products, and yield Starting materials: CC[SiH](CC)CC, O=C(O)C(F)(F)F, O=C1N(C(c2ccccc2)c2ccccc2)c2c(F)cccc2C12COc1cc3c(cc12)OCCO3. The product is O=C1Nc2c(F)cccc2C12COc1cc3c(cc12)OCCO3. RXN SMILES: [CH2:37]([SiH:38]([CH2:39][CH3:40])[CH2:41][CH3:42])[CH3:43].[OH:44][C:45]([C:46]([F:47])([F:48])[F:49])=[O:50].[c:1]1([CH:2]([c:3]2[cH:4][cH:5][cH:6][cH:7][cH:31]2)[N:8]2[C:9](=[O:30])[C:10]3([CH2:11][O:12][c:13]4[cH:14][c:15]5[c:16]([cH:21][c:22]43)[O:17][CH2:18][CH2:19][O:20]5)[c:23]3[cH:24][cH:25][cH:26][c:27]([F:29])[c:28]32)[cH:32][cH:33][cH:34][cH:35][cH:36]1>>[NH:8]1[C:9](=[O:30])[C:10]2([CH2:11][O:12][c:13]3[cH:14][c:15]4[c:16]([cH:21][c:22]32)[O:17][CH2:18][CH2:19][O:20]4)[c:23]2[cH:24][cH:25][cH:26][c:27]([F:29])[c:28]21.